The task is: describe an organic reaction: reactants, conditions, products, and yield. This data is from the Open Reaction Database (ORD), a public repository of structured organic reaction records. The reactants are C([O-])([O-])=O.[K+].[K+] (potassium carbonate), NC1=CC(=C(C(=O)NCC2CCN(CC2)CCCCN)C=C1Cl)OC (4-Amino-N-(1-(4-aminobutyl)piperidin-4-ylmethyl)-5-chloro-2-methoxybenzamide), C1=C(C=CC2=CC=CC=C12)C(=O)Cl (2-naphthoyl chloride). The solvent is ClCCl (dichloromethane), C(Cl)Cl (methylene chloride). Reaction conditions: time 1 hour. Yields the product NC1=CC(=C(C(=O)NCC2CCN(CC2)CCCCNC(=O)C2=CC3=CC=CC=C3C=C2)C=C1Cl)OC (4-amino-5-chloro-2-methoxy-N-(1-(4-(2-naphthoylamino)butyl)piperidin-4-ylmethyl)benzamide). RXN SMILES: [NH2:1][C:2]1[C:22]([Cl:23])=[CH:21][C:5]([C:6]([NH:8][CH2:9][CH:10]2[CH2:15][CH2:14][N:13]([CH2:16][CH2:17][CH2:18][CH2:19][NH2:20])[CH2:12][CH2:11]2)=[O:7])=[C:4]([O:24][CH3:25])[CH:3]=1.C(=O)([O-])[O-].[K+].[K+].[CH:32]1[C:41]2[C:36](=[CH:37][CH:38]=[CH:39][CH:40]=2)[CH:35]=[CH:34][C:33]=1[C:42](Cl)=[O:43]>ClCCl>[NH2:1][C:2]1[C:22]([Cl:23])=[CH:21][C:5]([C:6]([NH:8][CH2:9][CH:10]2[CH2:11][CH2:12][N:13]([CH2:16][CH2:17][CH2:18][CH2:19][NH:20][C:42]([C:33]3[CH:34]=[CH:35][C:36]4[C:41](=[CH:40][CH:39]=[CH:38][CH:37]=4)[CH:32]=3)=[O:43])[CH2:14][CH2:15]2)=[O:7])=[C:4]([O:24][CH3:25])[CH:3]=1 |f:1.2.3|. Procedure: 4-Amino-N-(1-(4-aminobutyl)piperidin-4-ylmethyl)-5-chloro-2-methoxybenzamide (1.10 g) was dissolved in dichloromethane (30 ml), and potassium carbonate (0.82 g) was added. Then, a solution of 2-naphthoyl chloride (0.33 ml) in methylene chloride was dropwise added under ice-cooling. The mixture was stirred at room temperature for 1 hr, and the insoluble matter was filtered off. The filtrate was concentrated under reduced pressure. The obtained residue was purified by silica gel chromatography to ... Product: NC(=O)c1cc(Br)c([N+](=O)[O-])cc1N. Starting materials: CO, COC(=O)c1cc(Br)c([N+](=O)[O-])cc1N, N. Reaction SMILES: [CH3:17][OH:18].[NH2:1][c:2]1[c:3]([C:4](=[O:5])[O:6][CH3:7])[cH:8][c:9]([Br:15])[c:10]([N+:12](=[O:13])[O-:14])[cH:11]1.[NH3:16]>>[NH2:1][c:2]1[c:3]([C:4](=[O:5])[NH2:16])[cH:8][c:9]([Br:15])[c:10]([N+:12](=[O:13])[O-:14])[cH:11]1. The reactants are Cl.C(C)OC(=O)[C@H](CCC1CCOCC1)N[C@H]1COC2=C(N(C1=O)CC(=O)O)C=CC=C2 (3(S)-[1(S)-ethoxycarbonyl-3-(3,4,5,6-tetrahydro-2H-pyran-4-yl)propyl]amino-4-oxo-2,3,4,5-tetrahydro-1,5-benzoxazepine-5-acetic acid hydrochloride), C(C)(=O)O (acetic acid). The solvent is [OH-].[Na+] (sodium hydroxide). Reaction conditions: time 1 hour. The product is C(=O)(O)[C@H](CCC1CCOCC1)N[C@H]1COC2=C(N(C1=O)CC(=O)O)C=CC=C2 (3(S)-[1(S)-carboxy-3-(3,4,5,6-tetrahydro-2H-pyran-4-yl)propyl]amino-4-oxo-2,3,4,5-tetrahydro-1,5-benzoxazepine-5-acetic acid). Yield: 92.7%. As a reaction SMILES: Cl.C([O:4][C:5]([C@@H:7]([NH:16][C@@H:17]1[C:23](=[O:24])[N:22]([CH2:25][C:26]([OH:28])=[O:27])[C:21]2[CH:29]=[CH:30][CH:31]=[CH:32][C:20]=2[O:19][CH2:18]1)[CH2:8][CH2:9][CH:10]1[CH2:15][CH2:14][O:13][CH2:12][CH2:11]1)=[O:6])C.C(O)(=O)C>[OH-].[Na+]>[C:5]([C@@H:7]([NH:16][C@@H:17]1[C:23](=[O:24])[N:22]([CH2:25][C:26]([OH:28])=[O:27])[C:21]2[CH:29]=[CH:30][CH:31]=[CH:32][C:20]=2[O:19][CH2:18]1)[CH2:8][CH2:9][CH:10]1[CH2:15][CH2:14][O:13][CH2:12][CH2:11]1)([OH:6])=[O:4] |f:0.1,3.4|. Procedure details: In 5 ml of 1N sodium hydroxide solution is dissolved 0.2 g of 3(S)-[1(S)-ethoxycarbonyl-3-(3,4,5,6-tetrahydro-2H-pyran-4-yl)propyl]amino-4-oxo-2,3,4,5-tetrahydro-1,5-benzoxazepine-5-acetic acid hydrochloride obtained in Example 43, and the solution is allowed to stand at room temperature for 1 hours. The solution is neutralized with 1.5 ml of acetic acid and purified by Amberlite XAD-2 column chromatography (acetone:water=1:1). The eluate is concentrated under reduced pressure and lyophilized to... The reactants are COc1ccccc1-c1ccc2c(c1)C(C)=CC(C)(C)N2C(=O)OC(C)(C)C, C1COCCO1, O=[Se]=O. Yields the product COc1ccccc1-c1ccc2c(c1)C(C=O)=CC(C)(C)N2C(=O)OC(C)(C)C. RXN SMILES: [C:1]([CH3:2])([CH3:3])([CH3:4])[O:5][C:6](=[O:7])[N:8]1[C:9]([CH3:27])([CH3:28])[CH:10]=[C:11]([CH3:26])[c:12]2[cH:13][c:14](-[c:18]3[c:19]([O:24][CH3:25])[cH:20][cH:21][cH:22][cH:23]3)[cH:15][cH:16][c:17]21.[CH2:32]1[O:33][CH2:34][CH2:35][O:36][CH2:37]1.[Se:29](=[O:30])=[O:31]>>[C:1]([CH3:2])([CH3:3])([CH3:4])[O:5][C:6](=[O:7])[N:8]1[C:9]([CH3:27])([CH3:28])[CH:10]=[C:11]([CH:26]=[O:30])[c:12]2[cH:13][c:14](-[c:18]3[c:19]([O:24][CH3:25])[cH:20][cH:21][cH:22][cH:23]3)[cH:15][cH:16][c:17]21. Reported procedure: (E)-2-Thiophen-2-yl-ethenesulfonic acid (1,1,3,3-tetramethyl-butyl)-amide (5.17 g, 17.2 mmol) was stirred for 15 minutes in a 1:1 mixture of trifluoroacetic acid and dichloromethane (40 mL). The mixture was concentrated in vacuo to afford a solid that was washed with dichloromethane (10 mL) in heptane (100 mL). The resultant solid was collected by suction filtration and dried under vacuum at ambient temperature to afford (E)-2-thiophen-2-yl-ethenesulfonic acid amide (2.89 g, 89%). As a reaction SMILES: CC([NH:9][S:10](/[CH:13]=[CH:14]/[C:15]1[S:16][CH:17]=[CH:18][CH:19]=1)(=[O:12])=[O:11])(C)CC(C)(C)C.FC(F)(F)C(O)=O>ClCCl>[S:16]1[CH:17]=[CH:18][CH:19]=[C:15]1/[CH:14]=[CH:13]/[S:10]([NH2:9])(=[O:11])=[O:12]. The yield is 88.8%. The reactants are CC(CC(C)(C)C)(C)NS(=O)(=O)\C=C\C=1SC=CC1 ((E)-2-Thiophen-2-yl-ethenesulfonic acid (1,1,3,3-tetramethyl-butyl)-amide), FC(C(=O)O)(F)F (trifluoroacetic acid). The solvent is ClCCl (dichloromethane). The product is S1C(=CC=C1)/C=C/S(=O)(=O)N ((E)-2-thiophen-2-yl-ethenesulfonic acid amide). Starting materials: [Na] (sodium), FC=1C=NC(NC1)=O (5-fluoropyrimid-2-one), C(C=C)Br (allyl bromide). The solvent is CO (methanol). The product is C(C=C)N1C(N=CC(=C1)F)=O (1-Allyl-5-fluoropyrimid-2-one). The yield is 48.0%. Reaction SMILES: [Na].[F:2][C:3]1[CH:4]=[N:5][C:6](=[O:9])[NH:7][CH:8]=1.[CH2:10](Br)[CH:11]=[CH2:12]>CO>[CH2:12]([N:5]1[CH:4]=[C:3]([F:2])[CH:8]=[N:7][C:6]1=[O:9])[CH:11]=[CH2:10] |^1:0|. Procedure details: The sodium salt of 5-fluoropyrimid-2-one (0.01 mol) was dissolved in methanol (100 ml) and allyl bromide (0.015 mol) added gradually at room temperature and the reaction allowed to proceed until neutral pH had been reached. The reaction mixture was then concentrated at reduced pressure and the residue extracted with chloroform (100 ml). The chloroform solution was washed with water (2×5 ml) and dried before evaporation; Yield 48%, m.p. 88°-90° C. after recrystallisation from acetone: (Found: C, ...